This data is from the Open Reaction Database (ORD), a public repository of structured organic reaction records. The task is: describe an organic reaction: reactants, conditions, products, and yield Starting materials: F[B-](F)(F)F, CCN(CC)C(C)C, CCOC(C)=O, CN(C)C=O, Nn1ccc2cccnc21, CN(C)C(On1nnc2ccccc21)=[N+](C)C, O=C(O)c1cnc(-c2ccccn2)nc1. Product: O=C(Nn1ccc2cccnc21)c1cnc(-c2ccccn2)nc1. RXN SMILES: [B-:34]([F:35])([F:36])([F:37])[F:38].[CH2:1]([N:2]([CH2:3][CH3:4])[CH:5]([CH3:6])[CH3:7])[CH3:8].[CH3:61][CH2:62][O:63][C:64]([CH3:65])=[O:66].[O:56]=[CH:57][N:58]([CH3:59])[CH3:60].[n:24]1([NH2:33])[cH:25][cH:26][c:27]2[c:28]1[n:29][cH:30][cH:31][cH:32]2.[n:39]1([O:40][C:41]([N:42]([CH3:43])[CH3:44])=[N+:45]([CH3:46])[CH3:47])[c:48]2[cH:49][cH:50][cH:51][cH:52][c:53]2[n:54][n:55]1.[n:9]1[c:10](-[c:15]2[n:16][cH:17][c:18]([C:21](=[O:22])[OH:23])[cH:19][n:20]2)[cH:11][cH:12][cH:13][cH:14]1>>[n:9]1[c:10](-[c:15]2[n:16][cH:17][c:18]([C:21](=[O:23])[NH:33][n:24]3[cH:25][cH:26][c:27]4[c:28]3[n:29][cH:30][cH:31][cH:32]4)[cH:19][n:20]2)[cH:11][cH:12][cH:13][cH:14]1. Reactants: COC(C1=C(C=C(C=C1)OCCCCCCCC)O)=O (2-Hydroxy-4-octyloxy benzoic acid methyl ester), compound 27, C(CCCCCCC)OC1=CC=C(C(=O)O)C=C1 (4-Octyloxy-benzoic acid), C1CCOC1 (THF), CC(N=C=NC(C)C)C (DIC). Yields the product OC1CCC(CC1)C1=CC=C(C=C1)OC(C1=CC=C(C=C1)OCCCCCCCC)=O (4-Octyloxy-benzoic acid 4-(4-hydroxy-cyclohexyl)-phenyl ester). Procedure: 10 g (0.052 mol) of 4-(4-Hydroxy-cyclohexyl)-phenol obtained in Step 1 of the synthesis of the compound 27 and 13.02 g (0.052 mol) of 4-Octyloxy-benzoic acid are dissolved in 120 mL of anhydrous THF. 0.65 g (0.0052 mol) of DMAP, then 6.56 g (0.052 mol) of DIC are added. The mixture is stirred at room temperature overnight. The solvent is distilled off and then the resulting product is purified by column chromatography on silica gel using mixture of hexane and ethyl acetate (70:30) as eluent and ... Run at time 8 hour. Isolated yield 27.0%. Reaction SMILES: [CH3:1][O:2][C:3](=[O:20])[C:4]1[CH:9]=[CH:8][C:7]([O:10][CH2:11][CH2:12][CH2:13][CH2:14][CH2:15][CH2:16][CH2:17][CH3:18])=[CH:6][C:5]=1O.C([O:29][C:30]1[CH:38]=[CH:37][C:33]([C:34](O)=O)=[CH:32][CH:31]=1)CCCCCCC.[CH3:39][CH:40](C)N=C=NC(C)C.[CH2:48]1COC[CH2:49]1>CN(C1C=CN=CC=1)C>[OH:29][CH:30]1[CH2:31][CH2:32][CH:33]([C:34]2[CH:49]=[CH:48][C:1]([O:2][C:3](=[O:20])[C:4]3[CH:9]=[CH:8][C:7]([O:10][CH2:11][CH2:12][CH2:13][CH2:14][CH2:15][CH2:16][CH2:17][CH3:18])=[CH:6][CH:5]=3)=[CH:40][CH:39]=2)[CH2:37][CH2:38]1. Reagents/catalysts: CN(C)C=1C=CN=CC1 (DMAP). Reactants: C[Si](C)(C)C#N (trimethylsilyl cyanide), COC1=CC=[N+](C=C1)[O-] (4-methoxypyridine N-oxide), COC1=CC(=NC=C1)C(=O)O (4-Methoxypyridine-2-carboxylic acid), CN(C(=O)Cl)C (dimethylcarbamoyl chloride), compound 10(b), C([O-])(O)=O.[Na+] (sodium bicarbonate). Run in C(Cl)Cl (DCM), C(Cl)Cl (DCM). Reaction conditions: time 8 hour. Yields the product C(CCCC)C1=CC(=NC=C1)C#N (4-Pentyl-2-cyanopyridine). The yield is 90.0%. Reaction SMILES: CO[C:3]1[CH:8]=[CH:7][N:6]=[C:5]([C:9](O)=O)[CH:4]=1.C[Si](C#N)(C)C.CO[C:20]1[CH:25]=[CH:24][N+]([O-])=[CH:22][CH:21]=1.C[N:28](C)C(Cl)=O.C(=O)(O)[O-].[Na+]>C(Cl)Cl>[CH2:22]([C:3]1[CH:8]=[CH:7][N:6]=[C:5]([C:9]#[N:28])[CH:4]=1)[CH2:21][CH2:20][CH2:25][CH3:24] |f:4.5|. Reported procedure: 4-Methoxypyridine-2-carboxylic acid, compound 10(b) (R9=methoxy), was made employing Method P. To trimethylsilyl cyanide (0.95 g, 9.6 mmol), 4-methoxypyridine N-oxide (1 g, 8 mmol) in DCM (10 mL) was added, followed by dimethylcarbamoyl chloride (1.03 g, 9.6 mmol) in DCM (10 mL), dropwise. After stirring at room temperature overnight, sodium bicarbonate (100 mL, 10%) was added, and the organic layer was separated. The aqueous layer was extracted twice by DCM (50 mL each). The combined organic la... The reagents and catalysts are S1C(=CC=C1)C(=O)[O-].[Cu+] (copper(I) thiophene-2-carboxylate). Run in CN1C(CCC1)=O (1-methyl-2-pyrrolidone). Yield: 72.8%. The reactants are IC=CC1=CC=C(C=C1)OC (1-(2-iodovinyl)-4-methoxybenzene), C(CCC)[Sn](C1=C(C=C(C=C1)OC)[N+](=O)[O-])(CCCC)CCCC (tributyl(4-methoxy-2-nitrophenyl)tin), O1CCCC1 (Tetrahydrofuran). RXN SMILES: I[CH:2]=[CH:3][C:4]1[CH:9]=[CH:8][C:7]([O:10][CH3:11])=[CH:6][CH:5]=1.C([Sn](CCCC)(CCCC)[C:17]1[CH:22]=[CH:21][C:20]([O:23][CH3:24])=[CH:19][C:18]=1[N+:25]([O-:27])=[O:26])CCC.O1CCCC1>CN1CCCC1=O.S1C=CC=C1C([O-])=O.[Cu+]>[CH3:24][O:23][C:20]1[CH:21]=[CH:22][C:17]([CH:2]=[CH:3][C:4]2[CH:9]=[CH:8][C:7]([O:10][CH3:11])=[CH:6][CH:5]=2)=[C:18]([N+:25]([O-:27])=[O:26])[CH:19]=1 |f:4.5|. Procedure: By referring to the synthetic method of J. Org. Chem., 1997, 62, 199, to a solution of lithium acetate (280 mg) in water (3 ml) was added acetonitrile (90 ml), the solution was stirred at room temperature, then 4-methoxycinnamic acid (7.5 g), N-iodosuccinimide (10 g) were sequentially added thereto, the solution was stirred for 2 hours at room temperature, and then neutralized with a saturated aqueous solution of sodium bicarbonate. The solution was extracted with ethyl acetate, then sequentiall... Run at time 25 minute. Yields the product COC1=CC(=C(C=C1)C=CC1=CC=C(C=C1)OC)[N+](=O)[O-] (4-Methoxy-1-[2-(4-methoxyphenyl)vinyl]-2-nitrobenzene). Yield: 13.0%. Reported procedure: To a stirred solution of Compound 56 (0.22 g, 1.26 mmol) in THF (8 ml) was added n-BuLi (1.69 M in hexane, 0.82 ml, 1.39 mmol) at −78° C. under N2, then warmed up to 0° C., and stirred for 1 h. S-(Trifluoromethyl)dibenzothiophenium trifluoromethane-sulfonate (1.01 g, 2.52 mmol) was added, and stirred for 3 h at 0° C. The mixture was quenched by the addition of NaHCO3 aq., and extracted with CH2Cl2. The combined organic layers were dried over MgSO4, filtered, and concentrated. This was purified b... Reaction SMILES: [Li][CH2:2]CCC.[F:6][C:7]([F:13])([F:12])S([O-])(=O)=O.FC(F)(F)[S+]1[C:20]2C=C[CH:23]=[CH:24][C:19]=2[C:18]2[CH:25]=[CH:26][CH:27]=[CH:28][C:17]1=2.C1C[O:34][CH2:33]C1>>[CH3:2][C:19]([C:18]1[CH:17]=[CH:28][C:27]([O:34][CH3:33])=[CH:26][CH:25]=1)([CH3:20])[C:24]#[C:23][C:7]([F:13])([F:12])[F:6] |f:1.2|. The reactants are Compound 56, [Li]CCCC (n-BuLi), C1CCOC1 (THF), FC(S(=O)(=O)[O-])(F)F.FC([S+]1C2=C(C3=C1C=CC=C3)C=CC=C2)(F)F (S-(Trifluoromethyl)dibenzothiophenium trifluoromethane-sulfonate). Conditions: temperature 0 celsius, time 1 hour. Product: CC(C#CC(F)(F)F)(C)C1=CC=C(C=C1)OC (4-(1,1-Dimethyl-4,4,4-trifluoro-2-butynyl)anisole). Starting materials: C(C)OC(=O)C=1C(=C2C(=C(N1)C#N)N(C=C2)CC2=CC(=CC=C2)OC)OC(C)=O (4-acetoxy-7-cyano-1-(3-methoxy-benzyl)-1H-pyrrolo[2,3-c]pyridine-5-carboxylic acid ethyl ester), C1CC(=O)N(C1=O)Cl (NCS). The solvent is CC#N (MeCN). The product is C(C)OC(=O)C=1C(=C2C(=C(N1)C#N)N(C=C2Cl)CC2=CC(=CC=C2)OC)OC(C)=O (4-Acetoxy-3-chloro-7-cyano-1-(3-methoxy-benzyl)-1H-pyrrolo[2,3-c]pyridine-5-carboxylic acid ethyl ester). Reaction SMILES: [CH2:1]([O:3][C:4]([C:6]1[C:7]([O:26][C:27](=[O:29])[CH3:28])=[C:8]2[CH:16]=[CH:15][N:14]([CH2:17][C:18]3[CH:23]=[CH:22][CH:21]=[C:20]([O:24][CH3:25])[CH:19]=3)[C:9]2=[C:10]([C:12]#[N:13])[N:11]=1)=[O:5])[CH3:2].C1C(=O)N([Cl:37])C(=O)C1>CC#N>[CH2:1]([O:3][C:4]([C:6]1[C:7]([O:26][C:27](=[O:29])[CH3:28])=[C:8]2[C:16]([Cl:37])=[CH:15][N:14]([CH2:17][C:18]3[CH:23]=[CH:22][CH:21]=[C:20]([O:24][CH3:25])[CH:19]=3)[C:9]2=[C:10]([C:12]#[N:13])[N:11]=1)=[O:5])[CH3:2]. Reported procedure: Prepared in analogy to that of Example 124(b) from 4-acetoxy-7-cyano-1-(3-methoxy-benzyl)-1H-pyrrolo[2,3-c]pyridine-5-carboxylic acid ethyl ester and NCS in MeCN. The title compound, ESI MS (m/z): 428 (M+H)+. Reactants: ClC1=CC(=C(C=C1C1SCCCS1)N1N=C(N(C1=O)C(F)F)C)F (1-[4-chloro-2-fluoro-5-(1,3-dithian-2-yl)phenyl]-4-difluoromethyl-4,5-dihydro-3-methyl-1,2,4-triazol-5(1H)-one), BrN1C(CCC1=O)=O (N-bromosuccinimide), S([O-])(O)=O.[Na+] (sodium bisulfite), C(Cl)Cl (methylene chloride). The solvent is CC(=O)C (acetone), C(C)#N (acetonitrile), C(C)#N (acetonitrile), O (water), CCCCCCC (n-heptane). Run at temperature 0 celsius, time 1 hour. Yields the product ClC1=CC(=C(C=C1C=O)N1N=C(N(C1=O)C(F)F)C)F (1-(4-chloro-2-fluoro-5-formylphenyl)-4-difluoromethyl-4,5-dihydro-3-methyl-1,2,4-triazol-5(1H)-one). Reaction SMILES: [Cl:1][C:2]1[C:7]([CH:8]2SCCCS2)=[CH:6][C:5]([N:14]2[C:18](=[O:19])[N:17]([CH:20]([F:22])[F:21])[C:16]([CH3:23])=[N:15]2)=[C:4]([F:24])[CH:3]=1.BrN1C(=[O:31])CCC1=O.S(=O)(O)[O-].[Na+].C(Cl)Cl>CC(C)=O.C(#N)C.O.CCCCCCC>[Cl:1][C:2]1[C:7]([CH:8]=[O:31])=[CH:6][C:5]([N:14]2[C:18](=[O:19])[N:17]([CH:20]([F:22])[F:21])[C:16]([CH3:23])=[N:15]2)=[C:4]([F:24])[CH:3]=1 |f:2.3|. Procedure details: A mixture of 2.0 g (0.0051 mole) of 1-[4-chloro-2-fluoro-5-(1,3-dithian-2-yl)phenyl]-4-difluoromethyl-4,5-dihydro-3-methyl-1,2,4-triazol-5(1H)-one in 25 mL of acetone and 25 mL of acetonitrile is added slowly to a stirred, cold (0° C.) solution of 5.5 g (0.031 mole) of N-bromosuccinimide in 80 mL of acetonitrile and 20 mL of water. The reaction mixture is stirred at 0° C. for about one hour. Approximately 15 mL of an aqueous, saturated sodium bisulfite solution is added. A mixture of 25 mL of me...